Dataset: the Open Reaction Database (ORD), a public repository of structured organic reaction records. Task: describe an organic reaction: reactants, conditions, products, and yield Reactants: ClC1=CC2=C(OCC3=C2C=CC=C3)C=C1O (2-chloro-3-hydroxy6H-dibenzo-[b,d]-pyran), [OH-].[Na+] (sodium hydroxide), [OH-].C(C1=CC=CC=C1)[N+](C)(C)C (benzyl trimethylammonium hydroxide), C(#CC(=O)OC)C(=O)OC (dimethyl acetylene-dicarboxylate), solution, Cl (hydrochloric acid). Solvent: O (water), O1CCOCC1 (dioxane). Conditions: temperature 75 celsius. Reaction SMILES: [Cl:1][C:2]1[C:15]([OH:16])=[CH:14][C:5]2[O:6][CH2:7][C:8]3[CH:13]=[CH:12][CH:11]=[CH:10][C:9]=3[C:4]=2[CH:3]=1.[C:17]([C:23](OC)=[O:24])#[C:18][C:19]([O:21]C)=[O:20].[OH-].C([N+](C)(C)C)C1C=CC=CC=1.[OH-].[Na+].Cl>O1CCOCC1.O>[C:19]([C:18]1[O:16][C:15]2[C:2]([Cl:1])=[CH:3][C:4]3[C:9]4[CH:10]=[CH:11][CH:12]=[CH:13][C:8]=4[CH2:7][O:6][C:5]=3[C:14]=2[C:23](=[O:24])[CH:17]=1)([OH:21])=[O:20] |f:2.3,4.5|. Product: C(=O)(O)C=1OC2=C(C(C1)=O)C1=C(C=C2Cl)C2=C(CO1)C=CC=C2 (2-Carboxy-4-oxo-12-chloro-4H,6H-[2]-benzopyrano-[3,4-f]-[1]benzopyran). Procedure details: The starting compound was obtained in the following way: A solution of 9.8 gm (0.04 mol) of 2-chloro-3-hydroxy6H-dibenzo-[b,d]-pyran and 9.0 gm (0.06 mol) of dimethyl acetylene-dicarboxylate in 20 ml of dioxane was admixed with 0.85 ml of a 40% solution of benzyl trimethylammonium hydroxide in water. The resulting solution was heated for 10 minutes at 75° C, then cooled, admixed with 5 N sodium hydroxide, and heated for one hour more. Then, the reaction mixture was cooled, acidified with concent...